From a dataset of the Open Reaction Database (ORD), a public repository of structured organic reaction records. describe an organic reaction: reactants, conditions, products, and yield Starting materials: FC1=C2C=CC=NC2=C(C=C1F)N (5,6-difluoroquinolin-8-amine), FC1=C2C=CC=NC2=C(C=C1F)N (5,6-difluoroquinolin-8-amine), C1(=CC=CC=C1)S(=O)(=O)Cl (benzenesulfonyl chloride). The reagents and catalysts are CN(C)C=1C=CN=CC1 (DMAP). Yields the product FC1=C2C=CC=NC2=C(C=C1F)NS(=O)(=O)C1=CC=CC=C1 (N-(5,6-Difluoro-quinolin-8-yl)-benzenesulfonamide). Isolated yield 34.0%. As a reaction SMILES: [F:1][C:2]1[C:11]([F:12])=[CH:10][C:9]([NH2:13])=[C:8]2[C:3]=1[CH:4]=[CH:5][CH:6]=[N:7]2.[C:14]1([S:20](Cl)(=[O:22])=[O:21])[CH:19]=[CH:18][CH:17]=[CH:16][CH:15]=1>CN(C1C=CN=CC=1)C>[F:1][C:2]1[C:11]([F:12])=[CH:10][C:9]([NH:13][S:20]([C:14]2[CH:19]=[CH:18][CH:17]=[CH:16][CH:15]=2)(=[O:22])=[O:21])=[C:8]2[C:3]=1[CH:4]=[CH:5][CH:6]=[N:7]2. Procedure: In a similar fashion using route 14 general procedure 27, 5,6-difluoroquinolin-8-amine (Intermediate 49) (120 mg, 0.67 mmol), benzenesulfonyl chloride (141 mg, 0.78 mmol) and DMAP (cat.) gave the title compound (73 mg, 35%) after purification by column chromatography with n-hexane/EtOH (1:1) as the eluent. The reactants are [Br-], Brc1ccc2c(c1)-c1nc(I)cn1CCO2, CC[Mg+], C1CCOC1, CCOCC, [Cl-], [NH4+]. Yields the product Brc1ccc2c(c1)-c1nccn1CCO2. As a reaction SMILES: [Br-:17].[Br:1][c:2]1[cH:3][cH:4][c:5]2[c:6]([cH:16]1)-[c:7]1[n:8]([cH:12][c:13]([I:15])[n:14]1)[CH2:9][CH2:10][O:11]2.[CH2:18]([Mg+:19])[CH3:20].[CH2:23]1[O:24][CH2:25][CH2:26][CH2:27]1.[CH2:28]([O:29][CH2:30][CH3:31])[CH3:32].[Cl-:21].[NH4+:22]>>[Br:1][c:2]1[cH:3][cH:4][c:5]2[c:6]([cH:16]1)-[c:7]1[n:8]([cH:12][cH:13][n:14]1)[CH2:9][CH2:10][O:11]2. Starting materials: ClC1=NC(=CC=C1CN)Cl ((2,6-dichloro-3-pyridylmethyl)amine), CC(C[N+](=O)[O-])(SC)N (1-methyl- amino-1-methylthio-2-nitroethane), CCO (EtOH). Product: ClC1=NC(=CC=C1CNC(=C[N+](=O)[O-])NC)Cl (1-(2,6-Dichloro-3-pyridylmethyl)amino-1-methylamino-2-nitroethylene). RXN SMILES: [Cl:1][C:2]1[C:7]([CH2:8][NH2:9])=[CH:6][CH:5]=[C:4]([Cl:10])[N:3]=1.C[C:12]([NH2:19])(SC)[CH2:13][N+:14]([O-:16])=[O:15].[CH3:20]CO>>[Cl:1][C:2]1[C:7]([CH2:8][NH:9][C:12]([NH:19][CH3:20])=[CH:13][N+:14]([O-:16])=[O:15])=[CH:6][CH:5]=[C:4]([Cl:10])[N:3]=1. Procedure: A mixture of 1.2 g (0.007 mole) of (2,6-dichloro-3-pyridylmethyl)amine and 1 g (0.007 mole) of 1-methyl- amino-1-methylthio-2-nitroethane was refluxed in 50 ml of EtOH for 6 hours. After cooling, the reaction mixture was concentrated and the resulting crystals were collected by filtration, washed with CH2Cl2 and a small amount of EtOH in that order and dried. The procedure gave 0.53 g of the title compound as a white powder. Reactants: O=C1CCC(=O)N1Br, CC(=O)O, N#Cc1ccc2c(c1)[nH]c(=O)c1ccsc12, O. The product is N#Cc1ccc2c(c1)[nH]c(=O)c1cc(Br)sc12. Reaction SMILES: [Br:17][N:18]1[C:19](=[O:20])[CH2:21][CH2:22][C:23]1=[O:24].[CH3:26][C:27](=[O:28])[OH:29].[O:1]=[c:2]1[nH:3][c:4]2[cH:5][c:6]([C:15]#[N:16])[cH:7][cH:8][c:9]2[c:10]2[c:11]1[cH:12][cH:13][s:14]2.[OH2:25]>>[O:1]=[c:2]1[nH:3][c:4]2[cH:5][c:6]([C:15]#[N:16])[cH:7][cH:8][c:9]2[c:10]2[c:11]1[cH:12][c:13]([Br:17])[s:14]2. The reactants are CC#N, CS(C)=O, O=C(Cc1ccccc1)C1C(=O)Nc2cnccc21. Yields the product NC(=O)N1C(=O)C(C(=O)Cc2ccccc2)c2ccncc21. Reaction SMILES: [CH3:20][C:21]#[N:22].[CH3:23][S:24](=[O:25])[CH3:26].[c:1]1([CH2:7][C:8](=[O:9])[CH:10]2[C:11](=[O:19])[NH:12][c:13]3[cH:14][n:15][cH:16][cH:17][c:18]32)[cH:2][cH:3][cH:4][cH:5][cH:6]1>>[c:1]1([CH2:7][C:8](=[O:9])[CH:10]2[C:11](=[O:19])[N:12]([C:21]([NH2:22])=[O:25])[c:13]3[cH:14][n:15][cH:16][cH:17][c:18]32)[cH:2][cH:3][cH:4][cH:5][cH:6]1. Starting materials: CS(=O)(=O)OC1=C(C=C(C=C1)C(C)(C)C)C(C)(C)C (2,4-di-tert-butylphenyl methanesulfonate), C(=O)O (formic acid), [OH-].[Li+] (lithium hydroxide), CO (methanol). The reagents and catalysts are [Pd].[C] (Pd carbon), [Pd].[C] (Pd carbon). Run in O (Water). The product is C(C)(C)(C)C1=CC(=CC=C1)C(C)(C)C (1,3-di-tert-butylbenzene). Yield: 99.7%. As a reaction SMILES: CS(O[C:6]1[CH:11]=[CH:10][C:9]([C:12]([CH3:15])([CH3:14])[CH3:13])=[CH:8][C:7]=1[C:16]([CH3:19])([CH3:18])[CH3:17])(=O)=O.C(O)=O.[OH-].[Li+].CO>[Pd].[C].O>[C:12]([C:9]1[CH:10]=[CH:11][CH:6]=[C:7]([C:16]([CH3:19])([CH3:18])[CH3:17])[CH:8]=1)([CH3:15])([CH3:14])[CH3:13] |f:2.3,5.6|. Procedure: In a nitrogen atmosphere under normal pressure, 2,4-di-tert-butylphenyl methanesulfonate (500 g, 1.76 mols), formic acid (162 g, 3.52 mols), lithium hydroxide (84 g, 3.52 mols) and methanol (3000 g) were mixed at 25° C., and with stirring, 10 mass % Pd/carbon (50 mass % water-containing product) (100 g) (as metal palladium; 1 mass % relative to 2,4-di-tert-butylphenyl methanesulfonate) as supported by a carbon carrier having a specific surface area of 780 m2/g (by BET method) was put into it. Wi... Starting materials: COCCC1CNCCN1, CS(C)=O, CCOC(C)=O, CCN(C(C)C)C(C)C, Cl, NC1=Nc2cc(C(F)(F)F)ccc2Nc2sc3ccccc3c21, [Na+], [OH-], Cc1ccccc1. Yields the product COCCC1CN(C2=Nc3cc(C(F)(F)F)ccc3Nc3sc4ccccc4c32)CCN1. RXN SMILES: [CH3:25][O:26][CH2:27][CH2:28][CH:29]1[NH:30][CH2:31][CH2:32][NH:33][CH2:34]1.[CH3:51][S:52]([CH3:53])=[O:54].[CH3:55][CH2:56][O:57][C:58](=[O:59])[CH3:60].[CH:35]([N:36]([CH:37]([CH3:38])[CH3:39])[CH2:40][CH3:41])([CH3:42])[CH3:43].[ClH:1].[F:2][C:3]([c:4]1[cH:5][c:6]2[c:7]([cH:21][cH:22]1)[NH:8][c:9]1[s:10][c:11]3[c:12]([c:13]1[C:14]([NH2:16])=[N:15]2)[cH:17][cH:18][cH:19][cH:20]3)([F:23])[F:24].[Na+:62].[OH-:61].[c:44]1([CH3:45])[cH:46][cH:47][cH:48][cH:49][cH:50]1>>[F:2][C:3]([c:4]1[cH:5][c:6]2[c:7]([cH:21][cH:22]1)[NH:8][c:9]1[s:10][c:11]3[c:12]([c:13]1[C:14]([N:16]1[CH2:32][CH2:31][NH:30][CH:29]([CH2:28][CH2:27][O:26][CH3:25])[CH2:34]1)=[N:15]2)[cH:17][cH:18][cH:19][cH:20]3)([F:23])[F:24].